This data is from the Open Reaction Database (ORD), a public repository of structured organic reaction records. The task is: describe an organic reaction: reactants, conditions, products, and yield Reactants: O=C1CCC(=O)N1Br, O=C(OOC(=O)c1ccccc1)c1ccccc1, Cc1nc(C#N)cs1, ClC(Cl)(Cl)Cl. Yields the product N#Cc1csc(CBr)n1. As a reaction SMILES: [Br:9][N:10]1[C:11](=[O:12])[CH2:13][CH2:14][C:15]1=[O:16].[C:17]([O:18][O:19][C:20](=[O:21])[c:22]1[cH:23][cH:24][cH:25][cH:26][cH:27]1)(=[O:28])[c:29]1[cH:30][cH:31][cH:32][cH:33][cH:34]1.[CH3:1][c:2]1[s:3][cH:4][c:5]([C:7]#[N:8])[n:6]1.[Cl:35][C:36]([Cl:37])([Cl:38])[Cl:39]>>[CH2:1]([c:2]1[s:3][cH:4][c:5]([C:7]#[N:8])[n:6]1)[Br:9]. The reactants are C1=CC2=C(C=C1C3=CC4=C(C=C3)C(=O)OC4=O)C(=O)OC2=O (3,3′,4,4′-biphenyltetracarboxylic dianhydride), CN1C(CCC1)=O (NMP), CN1C(CCC1)=O (NMP), NC1=CC=C(OC2=CC=C(C=C2)C(C)(C)C2=CC=C(C=C2)OC2=CC=C(C=C2)N)C=C1 (2,2-bis[4-(4-aminophenoxy)phenyl]-propane), C1=CC2=C(C=C1OC3=CC4=C(C=C3)C(=O)OC4=O)C(=O)OC2=O (4,4′-oxydiphthalic anhydride), CN1C(CCC1)=O (N-methylpyrrolidone), 3,3′,4,4′-benzophenone, CN1C(CCC1)=O (NMP). Run at temperature 15 celsius, time 15 minute. Yields the product CC1(CC(C2=C1C=C(C=C2)N)(C)C3=CC=C(C=C3)N)C.C1=CC2=C(C=C1C(=O)C3=CC4=C(C=C3)C(=O)OC4=O)C(=O)OC2=O (polyimide resin). RXN SMILES: [NH2:1]C1C=C[C:5]([O:6]C2C=CC(C(C3C=CC(OC4C=CC(N)=CC=4)=CC=3)(C)C)=CC=2)=CC=1.[CH:32]1[C:37]([C:38]2[CH:43]=[CH:42][C:41]3[C:44]([O:46][C:47](=[O:48])[C:40]=3[CH:39]=2)=[O:45])=[CH:36][C:35]2[C:49](OC(=O)[C:34]=2C=1)=O.C1C(O[C:61]2[CH:66]=[CH:65][C:64]3[C:67]([O:69][C:70](=[O:71])[C:63]=3[CH:62]=2)=[O:68])=CC2C(O[C:75](=O)[C:56]=2C=1)=O.C[N:78]1[CH2:82][CH2:81][CH2:80][C:79]1=O>>[CH3:49][C:35]1([CH3:34])[C:43]2[CH:42]=[C:41]([NH2:1])[CH:40]=[CH:39][C:38]=2[C:37]([C:79]2[CH:80]=[CH:81][C:82]([NH2:78])=[CH:56][CH:75]=2)([CH3:32])[CH2:36]1.[CH:43]1[C:38]([C:5]([C:61]2[CH:66]=[CH:65][C:64]3[C:67]([O:69][C:70](=[O:71])[C:63]=3[CH:62]=2)=[O:68])=[O:6])=[CH:39][C:40]2[C:47]([O:46][C:44](=[O:45])[C:41]=2[CH:42]=1)=[O:48] |f:4.5|. Procedure: Into a four-neck bottle reactor equipped with a stirrer and a nitrogen gas conduit under the flow rate of nitrogen gas of 20 cc/min, 41 g (0.1 mole) of 2,2-bis[4-(4-aminophenoxy)phenyl]-propane (BAPP) was placed and dissolved in N-methylpyrrolidone (NMP). After 15 minutes at a temperature of 15° C., in a first flask, 2.94 g (0.01 mole) 3,3′,4,4′-biphenyltetracarboxylic dianhydride (BPDA) was dissolved in 10 g of NMP meanwhile maintained at a temperature of 15° C. and kept introducing of nitrogen...